From a dataset of the Open Reaction Database (ORD), a public repository of structured organic reaction records. describe an organic reaction: reactants, conditions, products, and yield Reactants: N#Cc1cccc(Br)c1, C1CCNC1, CC(C)(C)[O-], CCOCC, [Na+], C1CCOC1, O. The product is N#Cc1cccc(N2CCCC2)c1. As a reaction SMILES: [Br:1][c:2]1[cH:3][c:4]([C:5]#[N:6])[cH:7][cH:8][cH:9]1.[CH2:16]1[CH2:17][CH2:18][NH:19][CH2:20]1.[CH3:10][C:11]([CH3:12])([O-:13])[CH3:14].[CH3:27][CH2:28][O:29][CH2:30][CH3:31].[Na+:15].[O:22]1[CH2:23][CH2:24][CH2:25][CH2:26]1.[OH2:21]>>[c:2]1([N:19]2[CH2:18][CH2:17][CH2:16][CH2:20]2)[cH:3][c:4]([C:5]#[N:6])[cH:7][cH:8][cH:9]1. Starting materials: BrC(Br)(Br)Br, Cc1nc(NC(=O)OC(C)(C)C)sc1CO, ClCCl. The product is Cc1nc(NC(=O)OC(C)(C)C)sc1CBr. Reaction SMILES: [C:17]([Br:18])([Br:19])([Br:20])[Br:21].[C:1]([CH3:2])([CH3:3])([CH3:4])[O:5][C:6]([NH:7][c:8]1[s:9][c:10]([CH2:14][OH:15])[c:11]([CH3:13])[n:12]1)=[O:16].[Cl:22][CH2:23][Cl:24]>>[C:1]([CH3:2])([CH3:3])([CH3:4])[O:5][C:6]([NH:7][c:8]1[s:9][c:10]([CH2:14][Br:18])[c:11]([CH3:13])[n:12]1)=[O:16]. Reactants: C(C)C1=CC=C(C=C1)I (1-ethyl-4-iodobenzene), C[Si](C)(C)C#C (trimethylsilylacetylene). The reagents and catalysts are Cl[Pd]([P](C1=CC=CC=C1)(C2=CC=CC=C2)C3=CC=CC=C3)([P](C4=CC=CC=C4)(C5=CC=CC=C5)C6=CC=CC=C6)Cl (dichlorobis(triphenylphosphine)palladium), [Cu](I)I (copper iodide). The solvent is C(C)N(CC)CC (triethylamine). Run at time 18 hour. The product is C(C)C1=CC=C(C=C1)C#C[Si](C)(C)C (4-ethyl-1-trimethylsilyl ethynylbenzene). Reaction SMILES: [CH2:1]([C:3]1[CH:8]=[CH:7][C:6](I)=[CH:5][CH:4]=1)[CH3:2].[CH3:10][Si:11]([C:14]#[CH:15])([CH3:13])[CH3:12]>Cl[Pd](Cl)([P](C1C=CC=CC=1)(C1C=CC=CC=1)C1C=CC=CC=1)[P](C1C=CC=CC=1)(C1C=CC=CC=1)C1C=CC=CC=1.[Cu](I)I.C(N(CC)CC)C>[CH2:1]([C:3]1[CH:8]=[CH:7][C:6]([C:15]#[C:14][Si:11]([CH3:13])([CH3:12])[CH3:10])=[CH:5][CH:4]=1)[CH3:2] |^1:18,37|. Procedure details: A mixture of 5.6 mL of 1-ethyl-4-iodobenzene, 75 mL of triethylamine, 6 mL of trimethylsilylacetylene, 0.49 g of dichlorotriphenylphosphine palladium II and 0.314 g copper iodide was magnetically stirred at ambient temperature for 18 hrs. The thick dark brown mixture was filtered, washing the gray precipitate with hexanes. The filtrate and washings were evaporated in vacuo and the residue dissolved in hexanes. This solution was 96.7% pure by GC analysis. The solution was passed down a column of ... As a reaction SMILES: [C:1]([C:5]1[N:10]=[CH:9][C:8](/[CH:11]=[CH:12]/[C:13]([NH:15][C:16]2[CH:17]=[C:18]3[C:22](=[CH:23][CH:24]=2)[N:21]([CH2:25][CH2:26][O:27][Si](C)(C)C(C)(C)C)[CH:20]=[CH:19]3)=[O:14])=[CH:7][CH:6]=1)([CH3:4])([CH3:3])[CH3:2].C(C1N=CC(/C=C/C(O)=O)=CC=1)(C)(C)C.C[Si](C)(OCCN1C2C(=CC(N)=CC=2)C=C1)C(C)(C)C>>[C:1]([C:5]1[N:10]=[CH:9][C:8](/[CH:11]=[CH:12]/[C:13]([NH:15][C:16]2[CH:17]=[C:18]3[C:22](=[CH:23][CH:24]=2)[N:21]([CH2:25][CH2:26][OH:27])[CH:20]=[CH:19]3)=[O:14])=[CH:7][CH:6]=1)([CH3:4])([CH3:2])[CH3:3]. Product: C(C)(C)(C)C1=CC=C(C=N1)/C=C/C(=O)NC=1C=C2C=CN(C2=CC1)CCO ((2E)-3-[6-(tert-Butyl)(3-pyridyl)]-N-[1-(2-hydroxyethyl)indol-5-yl]prop-2-enamide). Procedure details: (2E)-3-[6-(tert-butyl)(3-pyridyl)]-N-{1-[2-(1,1,2,2-tetramethyl-1-silapropoxy)ethyl]indol-5-yl}prop-2-enamide. Analogous to the procedure used to prepare Example 1, (2E)-3-[6-(tert-butyl)(3-pyridyl)]prop-2-enoic acid, Example 44(b), (41 mg, 0.20 mmol) and 1-[2-(1,1,2,2-tetramethyl-1-silapropoxy)ethyl]indole-5-ylamine, Example 73(a), (60 mg, 0.20 mmol) provided the title product. MS (ESI, pos. ion) m/z: 478 (M+1). Reactants: C(C)(C)(C)C1=CC=C(C=N1)/C=C/C(=O)NC=1C=C2C=CN(C2=CC1)CCO[Si](C(C)(C)C)(C)C ((2E)-3-[6-(tert-butyl)(3-pyridyl)]-N-{1-[2-(1,1,2,2-tetramethyl-1-silapropoxy)ethyl]indol-5-yl}prop-2-enamide), C(C)(C)(C)C1=CC=C(C=N1)/C=C/C(=O)O ((2E)-3-[6-(tert-butyl)(3-pyridyl)]prop-2-enoic acid), C[Si](C(C)(C)C)(OCCN1C=CC2=CC(=CC=C12)N)C (1-[2-(1,1,2,2-tetramethyl-1-silapropoxy)ethyl]indole-5-ylamine). Starting materials: ClC1=CC=C(OC2=C(C(=O)O)C=CC=N2)C=C1 (2-(4-chloro-phenoxy)-nicotinic acid), C(C)(=O)C=1C=C(C=CC1)B(O)O (3-acetylphenylboronic acid), C(=O)([O-])[O-].[K+].[K+] (K2CO3). The reagents and catalysts are CC(=O)[O-].CC(=O)[O-].[Pd+2] (Pd(OAc)2), C1(CCCCC1)P(C1=C(C=CC=C1)C1=C(C(=CC=C1OC)S(=O)(=O)[O-])OC)C1CCCCC1.[Na+] (sodium 2-dicyclohexylphosphino-2′,6′-dimethoxybiphenyl-3′-sulfonate). Run in O (water). Yields the product C(C)(=O)C=1C=C(C=CC1)C1=CC=C(C=C1)OC1=C(C(=O)O)C=CC=N1 (2-(3′-acetyl-biphenyl-4-yloxy)-nicotinic acid). Isolated yield 91.5%. As a reaction SMILES: Cl[C:2]1[CH:17]=[CH:16][C:5]([O:6][C:7]2[N:15]=[CH:14][CH:13]=[CH:12][C:8]=2[C:9]([OH:11])=[O:10])=[CH:4][CH:3]=1.[C:18]([C:21]1[CH:22]=[C:23](B(O)O)[CH:24]=[CH:25][CH:26]=1)(=[O:20])[CH3:19].C([O-])([O-])=O.[K+].[K+]>CC([O-])=O.CC([O-])=O.[Pd+2].C1(P(C2CCCCC2)C2C=CC=CC=2C2C(OC)=CC=C(S([O-])(=O)=O)C=2OC)CCCCC1.[Na+].O>[C:18]([C:21]1[CH:26]=[C:25]([C:2]2[CH:17]=[CH:16][C:5]([O:6][C:7]3[N:15]=[CH:14][CH:13]=[CH:12][C:8]=3[C:9]([OH:11])=[O:10])=[CH:4][CH:3]=2)[CH:24]=[CH:23][CH:22]=1)(=[O:20])[CH3:19] |f:2.3.4,5.6.7,8.9|. Procedure: The general procedure described in Example 3 was used with 2-(4-chloro-phenoxy)-nicotinic acid (250 mg, 1.00 mmol), 3-acetylphenylboronic acid (246 mg, 1.50 mmol), Pd(OAc)2 (2.2 mg, 0.010 mmol, 1 mol %), sodium 2-dicyclohexylphosphino-2′,6′-dimethoxybiphenyl-3′-sulfonate (10.0 mg, 0.020 mmol, 2 mol %), K2CO3 (414 mg, 3.00 mmol), water (2.0 mL), 12 h, 80° C. The product was isolated as a white solid (305 mg, 92%). Mp=188° C. 1H NMR (400 MHz, d 6-DMSO) δ: 8.27 (m, 2H), 8.20 (s, 1H), 7.93 (d, 2H, J... Reactants: C(Br)C1CO1 (epibromohydrin), ClC=1C=CC(=C(C1)C1=C(C(NC2C=CC(=CC12)C(F)(F)F)=O)S)OC (4-(5-Chloro-2-methoxy-phenyl)-3-mercapto-6-trifluoromethyl-4a,8a-dihydro-1H-quinolin-2-one), C(Br)C1CO1 (epibromohydrin), [OH-].[Na+] (NaOH). Solvent: CCO (EtOH). Yields the product ClC=1C=CC(=C(C1)C1=C(C(NC2C=CC(=CC12)C(F)(F)F)=O)SCC1OC1)OC (4-(5-Chloro-2-methoxy-phenyl)-3-oxiranylmethylsulfanyl-6-trifluoromethyl-4a,8a-dihydro-1H-quinolin-2-one), desired product ( 5 ). Yield: 70.0%. Reaction SMILES: [Cl:1][C:2]1[CH:3]=[CH:4][C:5]([O:24][CH3:25])=[C:6]([C:8]2[CH:17]3[CH:12]([CH:13]=[CH:14][C:15]([C:18]([F:21])([F:20])[F:19])=[CH:16]3)[NH:11][C:10](=[O:22])[C:9]=2[SH:23])[CH:7]=1.[CH2:26]([CH:28]1[O:30][CH2:29]1)Br.[OH-].[Na+]>CCO>[Cl:1][C:2]1[CH:3]=[CH:4][C:5]([O:24][CH3:25])=[C:6]([C:8]2[CH:17]3[CH:12]([CH:13]=[CH:14][C:15]([C:18]([F:21])([F:20])[F:19])=[CH:16]3)[NH:11][C:10](=[O:22])[C:9]=2[S:23][CH2:26][CH:28]2[CH2:29][O:30]2)[CH:7]=1 |f:2.3|. Procedure: 4-(5-Chloro-2-methoxy-phenyl)-3-oxiranylmethylsulfanyl-6-trifluoromethyl-4a,8a-dihydro-1H-quinolin-2-one (VIII) was prepared by alkylation of 4-(5-Chloro-2-methoxy-phenyl)-3-mercapto-6-trifluoromethyl-4a,8a-dihydro-1H-quinolin-2-one (Ie) with epibromohydrin. To a warm solution of Ie (2.6 mmol) and epibromohydrin (3.9 mmol) in abs. EtOH was added dropwise NaOH solution (1 Molar, 3.9 mL) forming a yellow solution. The alkylation was allowed to proceed at room temperature for an hour. The mixture w... The reactants are O1COC2=C1C=CC=C2 (benzodioxolan), [N+](=O)(O)[O-] (nitric acid), ice water. Solvent: acetic acid ester. Product: [N+](=O)([O-])C1=CC2=C(OC(O2)C2=CC=CC=C2)C=C1 (5-nitro-2-phenyl-1,3-benzodioxolan). As a reaction SMILES: [O:1]1[C:5]2[CH:6]=[CH:7][CH:8]=[CH:9][C:4]=2[O:3][CH2:2]1.[N+:10]([O-:13])(O)=[O:11]>>[N+:10]([C:8]1[CH:7]=[CH:6][C:5]2[O:1][CH:2]([C:4]3[CH:9]=[CH:8][CH:7]=[CH:6][CH:5]=3)[O:3][C:4]=2[CH:9]=1)([O-:13])=[O:11]. Reported procedure: A solution of 39.6 g (0.2 mol) of the benzodioxolan obtained as just described in 150 ml of acetic acid ester was added dropwise at 25° to 35° C. to 150 ml of a 33% nitric acid. The solution was poured into ice water after 2 hours and then extracted several times with acetic ester. The combined acetic ester phases were then washed several times with a solution of potassium bicarbonate and then with water, followed by drying and evaporation by concentration. Crystallization from ethanol furnished...